Dataset: the Open Reaction Database (ORD), a public repository of structured organic reaction records. Task: describe an organic reaction: reactants, conditions, products, and yield The reactants are CO, N#N, COc1ncnnc1CN=[N+]=[N-]. Yields the product COc1ncnnc1CN. RXN SMILES: [CH3:15][OH:16].[N:1]#[N:2].[N:3](=[N+:4]=[N-:5])[CH2:6][c:7]1[c:8]([O:13][CH3:14])[n:9][cH:10][n:11][n:12]1>>[NH2:3][CH2:6][c:7]1[c:8]([O:13][CH3:14])[n:9][cH:10][n:11][n:12]1. Reaction SMILES: [CH2:1]=[CH:2][CH2:3][CH2:4][CH2:5][CH2:6][CH2:7][CH2:8][CH2:9][CH3:10].[CH3:11][CH2:12][CH2:13][CH2:14][CH2:15][CH2:16][CH2:17][CH2:18][CH:19]=[CH:20][CH2:21][CH2:22][CH2:23]CCCCC>>[CH2:1]=[CH:2][CH2:3][CH2:4][CH2:5][CH2:6][CH2:7][CH2:8][CH2:9][CH2:10][CH2:23][CH2:22][CH2:21][CH2:20][CH2:19][CH2:18][CH2:17][CH2:16][CH2:15][CH2:14][CH2:13][CH2:12][CH3:11]. Procedure: Example 1 was repeated, with the difference that 20 ml. of 1-decene was utilized in place of 9-octadecene. Within 5 minutes, 4.8% by weight of tricosene was formed and within 30 minutes, 5.7% by weight of tricosene was obtained. Run at time 5 minute. Yields the product C=CCCCCCCCCCCCCCCCCCCCCC (tricosene). Starting materials: C=CCCCCCCCC (1-decene), CCCCCCCCC=CCCCCCCCC (9-octadecene). The reactants are C(C1=CC=CC=C1)O[C@H]1C(OC)O[C@@H]([C@H]([C@@H]1OCC1=CC=CC=C1)OCC1=CC=CC=C1)CCOS(=O)(=O)C (methyl 2,3,4-tri-O-benzyl-6-deoxy-7-O-methylsulfonyl-D-glucoheptopyranoside), solution, [I-].[Mg+2].[I-] (magnesium iodide), [I-].[Mg+2].[I-] (magnesium iodide), O (water). Run in CCOCC (ether). Run at temperature 0 celsius, time 15 minute. Product: C(C1=CC=CC=C1)O[C@H]1[C@@H](OC)O[C@@H]([C@H]([C@@H]1OCC1=CC=CC=C1)OCC1=CC=CC=C1)CCI.[I-] (iodide methyl 2,3,4-tri-O-benzyl-6,7-dideoxy-7-iodo-α-D-glucoheptopyranoside). RXN SMILES: [CH2:1]([O:8][C@@H:9]1[C@@H:16]([O:17][CH2:18][C:19]2[CH:24]=[CH:23][CH:22]=[CH:21][CH:20]=2)[C@H:15]([O:25][CH2:26][C:27]2[CH:32]=[CH:31][CH:30]=[CH:29][CH:28]=2)[C@@H:14]([CH2:33][CH2:34]OS(C)(=O)=O)[O:13][CH:10]1[O:11][CH3:12])[C:2]1[CH:7]=[CH:6][CH:5]=[CH:4][CH:3]=1.[I-:40].[Mg+2].[I-].O>CCOCC>[CH2:1]([O:8][C@@H:9]1[C@@H:16]([O:17][CH2:18][C:19]2[CH:24]=[CH:23][CH:22]=[CH:21][CH:20]=2)[C@H:15]([O:25][CH2:26][C:27]2[CH:32]=[CH:31][CH:30]=[CH:29][CH:28]=2)[C@@H:14]([CH2:33][CH2:34][I:40])[O:13][C@@H:10]1[O:11][CH3:12])[C:2]1[CH:7]=[CH:6][CH:5]=[CH:4][CH:3]=1.[I-:40] |f:1.2.3,6.7|. Procedure: To a solution of methyl 2,3,4-tri-O-benzyl-6-deoxy-7-O-methylsulfonyl-D-glucoheptopyranoside (0.38 g, 0.83 mmol) in ether (5 mL) was added at 0° C. a 0.375 M solution of magnesium iodide (6.7 mL). The mixture was stirred 15 min at 0° C. The excess of magnesium iodide was hydrolyzed with water. The reaction mixture was washed with sodium thiosulfate and water. The organic layer was dried over sodium sulfate, filtered and concentrated under reduced pressure to afford an oil. Flash chromatography o... Starting materials: CCn1ncc2c(Cl)c3cc(NC(C)=O)ccc3nc21, CS(C)=O, NCC1CCCCC1, O. The product is CCn1ncc2c(NCC3CCCCC3)c3cc(NC(C)=O)ccc3nc21. RXN SMILES: [CH2:1]([CH3:2])[n:3]1[n:4][cH:5][c:6]2[c:7]1[n:8][c:9]1[cH:10][cH:11][c:12]([NH:17][C:18]([CH3:19])=[O:20])[cH:13][c:14]1[c:15]2[Cl:16].[CH3:29][S:30]([CH3:31])=[O:32].[CH:21]1([CH2:27][NH2:28])[CH2:22][CH2:23][CH2:24][CH2:25][CH2:26]1.[OH2:33]>>[CH2:1]([CH3:2])[n:3]1[n:4][cH:5][c:6]2[c:7]1[n:8][c:9]1[cH:10][cH:11][c:12]([NH:17][C:18]([CH3:19])=[O:20])[cH:13][c:14]1[c:15]2[NH:28][CH2:27][CH:21]1[CH2:22][CH2:23][CH2:24][CH2:25][CH2:26]1. The reactants are N1[C@H](C(=O)O)CCC1 (L-proline), O=C1C(O)=C(O)[C@H](O1)[C@@H](O)CO (L-ascorbic acid), O=C(C(=O)O)CCC(=O)O (2-ketoglutaric acid), ferrous sulfate. Reaction conditions: temperature 100 celsius, time 15 minute. Product: O[C@@H]1C[C@H](NC1)C(=O)O (trans-4-hydroxy-L-proline). Reaction SMILES: [NH:1]1[CH2:8][CH2:7][CH2:6][C@H:2]1[C:3]([OH:5])=[O:4].[O:9]=C(CCC(O)=O)C(O)=O.O=C1O[C@H]([C@H](CO)O)C(O)=C1O>>[OH:9][C@H:7]1[CH2:8][NH:1][C@H:2]([C:3]([OH:5])=[O:4])[CH2:6]1. Procedure: The reaction mixture was composed of 80 mM TES buffer (pH 7.5), 4 mM L-proline, 8 mM 2-ketoglutaric acid, 2 mM ferrous sulfate, 4 mM L-ascorbic acid, 2 mg/ml catalase and a pre-determined amount of the pure enzyme, the total volume being 500 μl. The reaction was initiated by addition of the enzyme and continued for 15 minutes at 30° C. The reaction was stopped by heating the reaction mixture at 100° C. for 2 minutes. The amount of trans-4-hydroxy-L-proline formed in the reaction mixture was dete... The reactants are CC(C(C)=O)C (3-methyl-2-butanone), C(C(=O)OCC)(=O)OCC (diethyl oxalate), [O-]CC.[Na+] (sodium ethoxide). Solvent: C(C)O (ethanol). Reaction conditions: temperature 60 celsius, time 5 hour. Yields the product OC(=CC(C(=O)OCC)=O)C(C)C (ethyl 4-hydroxy-5-methyl-2-oxo-3-hexenoate). Yield: 83.4%. As a reaction SMILES: [CH3:1][CH:2]([CH3:6])[C:3](=[O:5])[CH3:4].[C:7](OCC)(=[O:13])[C:8]([O:10][CH2:11][CH3:12])=[O:9].[O-]CC.[Na+]>C(O)C>[OH:5][C:3]([CH:2]([CH3:6])[CH3:1])=[CH:4][C:7](=[O:13])[C:8]([O:10][CH2:11][CH3:12])=[O:9] |f:2.3|. Reported procedure: To a mixture of 17.2 g of 3-methyl-2-butanone, 27.1 g of diethyl oxalate and 130 ml of ethanol was added 95 ml of sodium ethoxide (20% ethanol solution), and the resulting mixture was stirred at 60° C. for 5 hours. After allowed to cool to room temperature, a deposited precipitate was collected by filtration and washed with ethanol. The filter cake was partitioned between 2N hydrochloric acid and methyl t-butyl ether. The organic layer was washed with an aqueous saturated sodium chloride solutio... Reactants: ClCCl, Nc1ncccc1C(=O)c1cccs1, O=C(Cl)CCCN1CCCC1=O, O, c1ccncc1. Product: O=C(CCCN1CCCC1=O)Nc1ncccc1C(=O)c1cccs1. As a reaction SMILES: [Cl:34][CH2:35][Cl:36].[NH2:1][c:2]1[n:3][cH:4][cH:5][cH:6][c:7]1[C:8]([c:9]1[cH:10][cH:11][cH:12][s:13]1)=[O:14].[O:21]=[C:22]1[N:23]([CH2:27][CH2:28][CH2:29][C:30](=[O:31])[Cl:32])[CH2:24][CH2:25][CH2:26]1.[OH2:33].[cH:15]1[cH:16][cH:17][n:18][cH:19][cH:20]1>>[NH:1]([c:2]1[n:3][cH:4][cH:5][cH:6][c:7]1[C:8]([c:9]1[cH:10][cH:11][cH:12][s:13]1)=[O:14])[C:30]([CH2:29][CH2:28][CH2:27][N:23]1[C:22](=[O:21])[CH2:26][CH2:25][CH2:24]1)=[O:31]. Reactants: O (water), CONC(OC)=O (methyl N-methoxycarbamate), ClC1=CC=C(C=C1)N1N=C(C=C1)OC[C@H]1O[C@H]1C (1-(4-chloro-phenyl)-3-[[(2R,3S)-3-methyloxiran-2-yl]methoxy]pyrazole), potassium tert.-butylate. The solvent is CS(=O)C (DMSO). The product is ClC1=CC=C(C=C1)N1N=C(C=C1)OCC1C(N(C(O1)=O)OC)C (5-[[1-(4-chlorophenyl)pyrazol-3-yl]oxymethyl]-3-methoxy-4-methyl-oxazolidin-2-one). Reaction SMILES: [CH3:1][O:2][NH:3][C:4](=O)[O:5]C.[Cl:8][C:9]1[CH:14]=[CH:13][C:12]([N:15]2[CH:19]=[CH:18][C:17]([O:20][CH2:21][C@@H:22]3[C@H:24]([CH3:25])[O:23]3)=[N:16]2)=[CH:11][CH:10]=1.O>CS(C)=O>[Cl:8][C:9]1[CH:10]=[CH:11][C:12]([N:15]2[CH:19]=[CH:18][C:17]([O:20][CH2:21][CH:22]3[O:23][C:4](=[O:5])[N:3]([O:2][CH3:1])[CH:24]3[CH3:25])=[N:16]2)=[CH:13][CH:14]=1. Procedure details: To 1.08 g (10.0 mmol) methyl N-methoxycarbamate in 17 ml DMSO have been added with stirring at ambient temperature 1.00 g (8.9 mmol) potassium tert.-butylate. Stirring has been continued for 5 min before 2.00 g (7.56 mmol) 1-(4-chloro-phenyl)-3-[[(2R,3S)-3-methyloxiran-2-yl]methoxy]pyrazole have been added. The mixture was stirred at 90° C. for 20 h. After cooling to ambient temperature the reaction mixture was poured into 150 ml of water, extracted thrice with 30 ml ethyl acetate each, the comb... The reactants are ClC1=NC2=C(C=CC=C2C=C1C=O)C (2-chloro-8-methylquinoline-3-carbaldehyde), FC(C1=C(C=CC=C1)B(O)O)(F)F (2-(trifluoromethyl)phenylboronic acid), C([O-])([O-])=O.[Na+].[Na+] (sodium carbonate). Reagents/catalysts: C=1C=CC(=CC1)[P](C=2C=CC=CC2)(C=3C=CC=CC3)[Pd]([P](C=4C=CC=CC4)(C=5C=CC=CC5)C=6C=CC=CC6)([P](C=7C=CC=CC7)(C=8C=CC=CC8)C=9C=CC=CC9)[P](C=1C=CC=CC1)(C=1C=CC=CC1)C=1C=CC=CC1 (tetrakis(triphenylphosphine)palladium). Solvent: CC#N (MeCN), O (water). Yields the product CC=1C=CC=C2C=C(C(=NC12)C1=C(C=CC=C1)C(F)(F)F)C=O (8-methyl-2-(2-(trifluoromethyl)phenyl)quinoline-3-carbaldehyde). As a reaction SMILES: Cl[C:2]1[C:11]([CH:12]=[O:13])=[CH:10][C:9]2[C:4](=[C:5]([CH3:14])[CH:6]=[CH:7][CH:8]=2)[N:3]=1.[F:15][C:16]([F:27])([F:26])[C:17]1[CH:22]=[CH:21][CH:20]=[CH:19][C:18]=1B(O)O.C(=O)([O-])[O-].[Na+].[Na+]>CC#N.O.C1C=CC([P]([Pd]([P](C2C=CC=CC=2)(C2C=CC=CC=2)C2C=CC=CC=2)([P](C2C=CC=CC=2)(C2C=CC=CC=2)C2C=CC=CC=2)[P](C2C=CC=CC=2)(C2C=CC=CC=2)C2C=CC=CC=2)(C2C=CC=CC=2)C2C=CC=CC=2)=CC=1>[CH3:14][C:5]1[CH:6]=[CH:7][CH:8]=[C:9]2[C:4]=1[N:3]=[C:2]([C:18]1[CH:19]=[CH:20][CH:21]=[CH:22][C:17]=1[C:16]([F:27])([F:26])[F:15])[C:11]([CH:12]=[O:13])=[CH:10]2 |f:2.3.4,^1:41,43,62,81|. Reported procedure: Prepared according to Procedure A using 2-chloro-8-methylquinoline-3-carbaldehyde (2.0 g, 9.73 mmol), 2-(trifluoromethyl)phenylboronic acid (2.032 g, 10.7 mmol, 1.1 eq), tetrakis(triphenylphosphine)palladium (562 mg, 5% mmol), and sodium carbonate (5.15 g, 48.6 mol, 5 eq) in MeCN (75 mL) and water (25 mL). After purification, 8-methyl-2-(2-(trifluoromethyl)phenyl)quinoline-3-carbaldehyde was obtained as a white solid. 1H NMR (DMSO-d6) δ ppm 9.93 (1H, s), 9.04 (1H, s), 8.13 (1H, d, J=8.1 Hz), 7.9...